describe an organic reaction: reactants, conditions, products, and yield From a dataset of the Open Reaction Database (ORD), a public repository of structured organic reaction records. The reactants are Nc1cccc(Br)c1, O=C([O-])[O-], CO, [Na+], [Na+], CC(=O)[O-], CC(=O)[O-], OB(O)c1ccccc1, [Pd+2]. Yields the product Nc1cccc(-c2ccccc2)c1. As a reaction SMILES: [Br:16][c:17]1[cH:18][c:19]([NH2:20])[cH:21][cH:22][cH:23]1.[C:10](=[O:11])([O-:12])[O-:13].[CH3:24][OH:25].[Na+:14].[Na+:15].[O-:27][C:28]([CH3:29])=[O:30].[O-:31][C:32]([CH3:33])=[O:34].[OH:1][B:2]([OH:3])[c:4]1[cH:5][cH:6][cH:7][cH:8][cH:9]1.[Pd+2:26]>>[c:4]1(-[c:17]2[cH:18][c:19]([NH2:20])[cH:21][cH:22][cH:23]2)[cH:5][cH:6][cH:7][cH:8][cH:9]1. Starting materials: C(C1=CC=CC=C1)OC1=CC(=C(C(=C1)C)C1=CC(=CC=C1)COC1OCCCC1)C (2-{[4′-(benzyloxy)-2′,6′-dimethylbiphenyl-3-yl]methoxy}tetrahydro-2H-pyran), O.C1(=CC=C(C=C1)S(=O)(=O)O)C (p-toluenesulfonic acid monohydrate). Solvent: CO (methanol). The product is C(C1=CC=CC=C1)OC1=CC(=C(C(=C1)C)C1=CC(=CC=C1)CO)C ([4′-(benzyloxy)-2′,6′-dimethylbiphenyl-3-yl]methanol). Yield: 83.5%. RXN SMILES: [CH2:1]([O:8][C:9]1[CH:14]=[C:13]([CH3:15])[C:12]([C:16]2[CH:21]=[CH:20][CH:19]=[C:18]([CH2:22][O:23]C3CCCCO3)[CH:17]=2)=[C:11]([CH3:30])[CH:10]=1)[C:2]1[CH:7]=[CH:6][CH:5]=[CH:4][CH:3]=1.O.C1(C)C=CC(S(O)(=O)=O)=CC=1>CO>[CH2:1]([O:8][C:9]1[CH:14]=[C:13]([CH3:15])[C:12]([C:16]2[CH:21]=[CH:20][CH:19]=[C:18]([CH2:22][OH:23])[CH:17]=2)=[C:11]([CH3:30])[CH:10]=1)[C:2]1[CH:7]=[CH:6][CH:5]=[CH:4][CH:3]=1 |f:1.2|. Reported procedure: A solution of 2-{[4′-(benzyloxy)-2′,6′-dimethylbiphenyl-3-yl]methoxy}tetrahydro-2H-pyran (1.71 g, 4.25 mmol) and p-toluenesulfonic acid monohydrate (80.8 mg, 0.425 mmol) in methanol (15 mL) was stirred at room temperature for 20 hrs. The reaction solvent was evaporated under reduced pressure and the residue was diluted with ethyl acetate, washed with saturated brine, dried over anhydrous magnesium sulfate and concentrated under reduced pressure. The residue was purified by silica gel column chro... RXN SMILES: [CH3:1][O:2][C:3]([CH:4]([CH2:5][CH:6]1[CH2:7][CH2:8][CH2:9][CH2:10]1)[n:11]1[n:12][cH:13][c:14]([O:18][CH2:19][CH:20]2[CH2:21][CH2:22][CH2:23][CH2:24]2)[cH:15][c:16]1=[O:17])=[O:25].[CH3:28][OH:29].[Na+:27].[OH-:26]>>[O:2]=[C:3]([CH:4]([CH2:5][CH:6]1[CH2:7][CH2:8][CH2:9][CH2:10]1)[n:11]1[n:12][cH:13][c:14]([O:18][CH2:19][CH:20]2[CH2:21][CH2:22][CH2:23][CH2:24]2)[cH:15][c:16]1=[O:17])[OH:25]. Yields the product O=C(O)C(CC1CCCC1)n1ncc(OCC2CCCC2)cc1=O. The reactants are COC(=O)C(CC1CCCC1)n1ncc(OCC2CCCC2)cc1=O, CO, [Na+], [OH-]. Yields the product CC(C)(C)OC(=O)N1CCC[C@H](C1)Nc2ncccc2Cl. RXN SMILES: [CH3:1][C:2]([O:5][C:6]([N:8]1[CH2:14][C@H:12]([NH2:13])[CH2:11][CH2:10][CH2:9]1)=[O:7])([CH3:4])[CH3:3].[Cl:15][c:16]1[c:21](Br)[n:20][cH:19][cH:18][cH:17]1.NNC(c1c(N)ccs1)=O>>[CH3:1][C:2]([O:5][C:6]([N:8]1[CH2:14][C@H:12]([NH:13][c:21]2[c:16]([Cl:15])[cH:17][cH:18][cH:19][n:20]2)[CH2:11][CH2:10][CH2:9]1)=[O:7])([CH3:4])[CH3:3]. Conditions: temperature 80 celsius, time 18 hour. Starting materials: c1(c(nccc1)Br)Cl, c1(c(ccs1)N)C(NN)=O, N1(C(OC(C)(C)C)=O)C[C@@H](CCC1)N. The solvent is CC1=CC=CC=C1 (Toluene). Reagents/catalysts: c1ccc(cc1)-c2c3ccccc3cc4ccccc24 (9-Phenylanthracene), C(=O)([O-])[O-].[Cs+].[Cs+] (Cs2CO3), cataCXium A, Pd(OAc)2. Reported procedure: To a stirred solution of sodium methoxide (3.5 g, 0.065 mole) in ethanol (100 ml) and ethyl-2-methylacetoacetate (6.6 ml) was added [2,3-dichloro-4-(3-dimethylamino-1-oxopropyl)phenoxy]acetic acid hydrochloride (7.4 g, 0.021 mole). The reaction mixture was heated at reflux for 3 hours then the solvent was distilled at reduced pressure, treated with 100 ml of 2% sodium hydroxide, heated on a steam bath for 11/2 hours, then acidified, extracted with ether, washed with water, dried over magnesium s... The solvent is C(C)O (ethanol). Product: ClC1=C(OCC(=O)O)C=CC(=C1Cl)C1=CC(C(CC1)C)=O ([2,3-dichloro-4-(4-methyl-3-oxo-1-cyclohexen-1-yl)phenoxy]acetic acid). Reaction SMILES: C[O-:2].[Na+].Cl.[Cl:5][C:6]1[C:16]([Cl:17])=[C:15]([C:18](=O)[CH2:19][CH2:20]N(C)C)[CH:14]=[CH:13][C:7]=1[O:8][CH2:9][C:10]([OH:12])=[O:11].C(O[C:28](=O)[CH:29](C)[C:30]([CH3:32])=O)C>C(O)C>[Cl:5][C:6]1[C:16]([Cl:17])=[C:15]([C:18]2[CH2:32][CH2:30][CH:29]([CH3:28])[C:20](=[O:2])[CH:19]=2)[CH:14]=[CH:13][C:7]=1[O:8][CH2:9][C:10]([OH:12])=[O:11] |f:0.1,2.3|. Reactants: C[O-].[Na+] (sodium methoxide), Cl.ClC1=C(OCC(=O)O)C=CC(=C1Cl)C(CCN(C)C)=O ([2,3-dichloro-4-(3-dimethylamino-1-oxopropyl)phenoxy]acetic acid hydrochloride), C(C)OC(C(C(=O)C)C)=O (ethyl-2-methylacetoacetate). Reactants: C1CCOC1, CCOC(C)=O, [Cu], [I-], [K+], O=N[O-], Cc1ccc(N)cc1O, [Na+], O, O=S(=O)(O)O. The product is Cc1ccc(I)cc1O. Reaction SMILES: [CH2:23]1[O:24][CH2:25][CH2:26][CH2:27]1.[CH3:16][CH2:17][O:18][C:19](=[O:20])[CH3:21].[Cu:33].[I-:15].[K+:14].[N:10]([O-:11])=[O:12].[NH2:1][c:2]1[cH:3][cH:4][c:5]([CH3:9])[c:6]([OH:8])[cH:7]1.[Na+:13].[OH2:22].[S:28](=[O:29])(=[O:30])([OH:31])[OH:32]>>[c:2]1([I:15])[cH:3][cH:4][c:5]([CH3:9])[c:6]([OH:8])[cH:7]1.